Dataset: the Open Reaction Database (ORD), a public repository of structured organic reaction records. Task: describe an organic reaction: reactants, conditions, products, and yield Starting materials: C(CC)[Mg]Cl (n-propyl magnesium chloride), Cl[SiH]1CCC(CC1)[C@@H]1CC[C@H](CC1)OC (1-chloro-4-(trans-4-methoxycyclohexyl)-1-silacyclohexane). The solvent is O1CCCC1 (tetrahydrofuran), O1CCCC1 (tetrahydrofuran). Yields the product COC1CCC(CC1)[C@@H]1CC[Si@H](CC1)CCC (trans-4-(4-methoxycyclohexyl)-1-n-propyl-1-silacyclohexane). The yield is 72.0%. As a reaction SMILES: [CH2:1]([Mg]Cl)[CH2:2][CH3:3].Cl[SiH:7]1[CH2:12][CH2:11][CH:10]([C@H:13]2[CH2:18][CH2:17][C@H:16]([O:19][CH3:20])[CH2:15][CH2:14]2)[CH2:9][CH2:8]1>O1CCCC1>[CH3:20][O:19][CH:16]1[CH2:17][CH2:18][CH:13]([C@H:10]2[CH2:11][CH2:12][Si@H:7]([CH2:1][CH2:2][CH3:3])[CH2:8][CH2:9]2)[CH2:14][CH2:15]1. Procedure details: 100 ml of a tetrahydrofuran solution of 1.0M n-propyl magnesium chloride was dripped into a mixture of 23.0 g (93.2 mmol) of 1-chloro-4-(trans-4-methoxycyclohexyl)-1-silacyclohexane and 100 ml of tetrahydrofuran. After a conventional after treatment, the product thus obtained was purified by means of silica-gel column chromatography to obtain 17.1 g (yield 72%) of the trans, trans isomer. Starting materials: COC(=O)C=Cc1ccc(Br)nc1, Cl, [Na+], C1COCCO1, [OH-], O. Product: O=C(O)C=Cc1ccc(Br)nc1. RXN SMILES: [CH3:1][O:2][C:3]([CH:4]=[CH:5][c:6]1[cH:7][n:8][c:9]([Br:12])[cH:10][cH:11]1)=[O:13].[ClH:17].[Na+:15].[O:18]1[CH2:19][CH2:20][O:21][CH2:22][CH2:23]1.[OH-:14].[OH2:16]>>[O:2]=[C:3]([CH:4]=[CH:5][c:6]1[cH:7][n:8][c:9]([Br:12])[cH:10][cH:11]1)[OH:13]. Reactants: Cl.OC=1C=CC2=C(OC(CO2)CN)C1 (7-hydroxy-2,3-dihydro-1,4-benzodioxin-2-methanamine hydrochloride), COC=1C=C2C(=CNC2=CC1)CCCC(=O)O (5-Methoxyindole-3-butyric acid), O.ON1N=NC2=C1C=CC=C2 (1-hydroxybenzotriazole hydrate), C(C)(C)N=C=NC(C)C (1,3-diisopropylcarbodiimide). Solvent: CN(C)C=O (DMF), CN(C)C=O (DMF). Conditions: time 2 hour. Product: COC=1C=C2C(=CNC2=CC1)CCCCNCC1OC2=C(OC1)C=CC(=C2)O (3-{[4-(5-Methoxy-1H-indol-3-yl)-butylamino]methyl}-2,3-dihydrobenzo[1,4]dioxin-6-ol). The yield is 65.4%. As a reaction SMILES: [CH3:1][O:2][C:3]1[CH:4]=[C:5]2[C:9](=[CH:10][CH:11]=1)[NH:8][CH:7]=[C:6]2[CH2:12][CH2:13][CH2:14][C:15](O)=O.O.ON1C2C=CC=CC=2N=N1.C(N=C=NC(C)C)(C)C.Cl.[OH:39][C:40]1[CH:41]=[CH:42][C:43]2[O:48][CH2:47][CH:46]([CH2:49][NH2:50])[O:45][C:44]=2[CH:51]=1>CN(C=O)C>[CH3:1][O:2][C:3]1[CH:4]=[C:5]2[C:9](=[CH:10][CH:11]=1)[NH:8][CH:7]=[C:6]2[CH2:12][CH2:13][CH2:14][CH2:15][NH:50][CH2:49][CH:46]1[CH2:47][O:48][C:43]2[CH:42]=[CH:41][C:40]([OH:39])=[CH:51][C:44]=2[O:45]1 |f:1.2,4.5|. Procedure details: 5-Methoxyindole-3-butyric acid (1.5 g, 6.4 mmole), 1-hydroxybenzotriazole hydrate (1.0 g, 7.7 mmole) and 1,3-diisopropylcarbodiimide (2.4 ml, 15.4 mmole) were combined in 150 ml of DMF and stirred at room temperature for 2 hours under a nitrogen atmosphere. To this was added dropwise 7-hydroxy-2,3-dihydro-1,4-benzodioxin-2-methanamine hydrochloride (1.4 g, 6.4 mmole) in 50 ml of DMF and the mixture was further stirred for 24 hours. The solvent was removed and the residue partitioned between dich...